From a dataset of the Open Reaction Database (ORD), a public repository of structured organic reaction records. describe an organic reaction: reactants, conditions, products, and yield Starting materials: NC1=C(CN(C(C(=O)OC)CO)S(=O)(=O)C2=CC=C(C=C2)OC)C=CC=C1 (methyl 2-[(2-aminobenzyl)-(4-methoxy-benzenesulfonyl)amino]-3-hydroxypropionate), N1=CC=C(C=C1)C=O (4-pyridine-carboxaldehyde). Solvent: C(C)O (ethanol). The product is N1=CC=C(C=C1)C=NC1=C(CN(C(C(=O)OC)CO)S(=O)(=O)C2=CC=C(C=C2)OC)C=CC=C1 (Methyl 2-{[2-(4-Pyridinylmethyleneamino)benzyl]-[4-methoxybenzenesulfonyl]amino}-3-hydroxypropionate). Isolated yield 65.2%. As a reaction SMILES: [NH2:1][C:2]1[CH:27]=[CH:26][CH:25]=[CH:24][C:3]=1[CH2:4][N:5]([S:13]([C:16]1[CH:21]=[CH:20][C:19]([O:22][CH3:23])=[CH:18][CH:17]=1)(=[O:15])=[O:14])[CH:6]([CH2:11][OH:12])[C:7]([O:9][CH3:10])=[O:8].[N:28]1[CH:33]=[CH:32][C:31]([CH:34]=O)=[CH:30][CH:29]=1>C(O)C>[N:28]1[CH:33]=[CH:32][C:31]([CH:34]=[N:1][C:2]2[CH:27]=[CH:26][CH:25]=[CH:24][C:3]=2[CH2:4][N:5]([S:13]([C:16]2[CH:17]=[CH:18][C:19]([O:22][CH3:23])=[CH:20][CH:21]=2)(=[O:15])=[O:14])[CH:6]([CH2:11][OH:12])[C:7]([O:9][CH3:10])=[O:8])=[CH:30][CH:29]=1. Procedure: A mixture of 0.50 g (1.268 mmol) of methyl 2-[(2-aminobenzyl)-(4-methoxy-benzenesulfonyl)amino]-3-hydroxypropionate and 1.268 mmol of 4-pyridine-carboxaldehyde in 7 ml of anhydrous ethanol was refluxed for 1.5 hours and the mixture concentrated under vacuum to dryness. To the residue was added H2O and ethyl acetate. The ethyl acetate layer was separated and concentrated to dryness under vacuum. The solid was purified by thick layer chromatography on silica gel with hexane-ethyl acetate as solven...